From a dataset of the Open Reaction Database (ORD), a public repository of structured organic reaction records. describe an organic reaction: reactants, conditions, products, and yield Reactants: OC1=C(C2=C(C(CO2)=O)C=C1)CN1CCN(CC1)C(=O)OC(C)(C)C (tert-butyl 4-[1-(6-hydroxy-3-oxo-2,3-dihydrobenzofuran-7-yl)methyl]piperazine-1-carboxylate), COC=1C=C2C(=NNC2=CC1)C=O (5-methoxy-1H-indazole-3-carbaldehyde), N1CCCCC1 (piperidine). Solvent: CO (methanol). Reaction conditions: temperature 60 celsius, time 2 hour. Yields the product OC1=C(C2=C(C(/C(/O2)=C/C2=NNC3=CC=C(C=C23)OC)=O)C=C1)CN1CCN(CC1)C(=O)OC(C)(C)C (tert-butyl (Z)-4-({6-hydroxy-3-oxo-2-[(5-methoxy-1H-indazol-3-yl)methylene]-2,3-dihydrobenzofuran-7-yl}methyl)piperazine-1-carboxylate). Isolated yield 69.9%. RXN SMILES: [OH:1][C:2]1[CH:11]=[CH:10][C:5]2[C:6](=[O:9])[CH2:7][O:8][C:4]=2[C:3]=1[CH2:12][N:13]1[CH2:18][CH2:17][N:16]([C:19]([O:21][C:22]([CH3:25])([CH3:24])[CH3:23])=[O:20])[CH2:15][CH2:14]1.[CH3:26][O:27][C:28]1[CH:29]=[C:30]2[C:34](=[CH:35][CH:36]=1)[NH:33][N:32]=[C:31]2[CH:37]=O.N1CCCCC1>CO>[OH:1][C:2]1[CH:11]=[CH:10][C:5]2[C:6](=[O:9])/[C:7](=[CH:37]/[C:31]3[C:30]4[C:34](=[CH:35][CH:36]=[C:28]([O:27][CH3:26])[CH:29]=4)[NH:33][N:32]=3)/[O:8][C:4]=2[C:3]=1[CH2:12][N:13]1[CH2:14][CH2:15][N:16]([C:19]([O:21][C:22]([CH3:25])([CH3:24])[CH3:23])=[O:20])[CH2:17][CH2:18]1. Reported procedure: A solution of tert-butyl 4-[1-(6-hydroxy-3-oxo-2,3-dihydrobenzofuran-7-yl)methyl]piperazine-1-carboxylate (0.313 g, 0.898 mmol) in methanol (4 mL) was added with 5-methoxy-1H-indazole-3-carbaldehyde (0.158 g, 0.898 mmol), and piperidine (0.00764 g, 0.0898 mmol) at room temperature, and the mixture was stirred at 60° C. for 2 hours. The reaction mixture was concentrated, and the resulting residue was suspended in acetonitrile and thereby washed to obtain tert-butyl (Z)-4-({6-hydroxy-3-oxo-2-[(5-m... Starting materials: Cl.Cl.NCCSCC=1N=CNC1C (4-[(2-aminoethyl)thiomethyl]-5-methylimidazole dihydrochloride), [H-].[Na+] (sodium hydride), C(=O)(OCC)NC=1SC2=C(N1)C=CC=C2 (2-carbethoxyaminobenzothiazole), NC=1SC2=C(N1)C=CC=C2 (2-aminobenzothiazole). Run in N1=CC=CC=C1 (pyridine), CCCCC (pentane). Yields the product CC1=C(N=CN1)CSCCNC(=O)NC=1SC2=C(N1)C=CC=C2 (N-[2-[(5-methyl-1H-imidazol-4-yl)methylthio]ethyl]-N'-(2-benzothiazolyl)urea). Isolated yield 16.4%. Reaction SMILES: Cl.Cl.[NH2:3][CH2:4][CH2:5][S:6][CH2:7][C:8]1[N:9]=[CH:10][NH:11][C:12]=1[CH3:13].[H-].[Na+].[C:16]([NH:21][C:22]1[S:23][C:24]2[CH:30]=[CH:29][CH:28]=[CH:27][C:25]=2[N:26]=1)(OCC)=[O:17].NC1SC2C=CC=CC=2N=1>N1C=CC=CC=1.CCCCC>[CH3:13][C:12]1[NH:11][CH:10]=[N:9][C:8]=1[CH2:7][S:6][CH2:5][CH2:4][NH:3][C:16]([NH:21][C:22]1[S:23][C:24]2[CH:30]=[CH:29][CH:28]=[CH:27][C:25]=2[N:26]=1)=[O:17] |f:0.1.2,3.4|. Procedure: The compound is prepared according to the method of Example 5 using 6.12 g (25.1 mmole) of 4-[(2-aminoethyl)thiomethyl]-5-methylimidazole dihydrochloride, and 2.29 g (50.2 mmole) of sodium hydride in oil in 100 ml of pyridine and 5.55 g (25.0 mmole) of 2-carbethoxyaminobenzothiazole, prepared from 2-aminobenzothiazole according to the method of Example 2. Chromatography, followed by trituration with pentane, affords the desired compound (1.43 g, 4.1 mmole). Structure assignment is supported by n... Starting materials: tert-butyl 2-hydroxyethyl (methyl)carbamate, C(OC(C)C)(=O)Cl (isopropyl chlorocarbonate), C(OC(C)C)(=O)Cl (isopropyl chlorocarbonate), N1=CC=CC=C1 (pyridine), C(C)(=O)OCC (Ethyl acetate), C(C)(=O)OCC (ethyl acetate). Product: Cl.C(OC(C)C)(OCCNC)=O (Isopropyl 2-(methylamino)ethyl carbonate hydrochloride). RXN SMILES: [C:1]([Cl:7])(=[O:6])[O:2][CH:3]([CH3:5])[CH3:4].[N:8]1[CH:13]=CC=[CH:10][CH:9]=1.C(OCC)(=[O:16])C>>[ClH:7].[C:1](=[O:6])([O:16][CH2:10][CH2:9][NH:8][CH3:13])[O:2][CH:3]([CH3:5])[CH3:4] |f:3.4|. Reported procedure: To a mixture of tert-butyl 2-hydroxyethyl (methyl)carbamate (3.50 g) obtained in Reference Example 1 and ethyl acetate (20 mL) were added isopropyl chlorocarbonate (1.35 g) and pyridine (1.94 mL) under ice-cooling. After stirring under ice-cooling for 3.5 hrs., isopropyl chlorocarbonate (1.84 g) was added, and the mixture was stirred at room temperature for 2.5 hrs. Ethyl acetate (120 mL) was added to the reaction mixture, and the mixture was washed with water (50 mL) and saturated brine (50 mL)... Reactants: ClCC=1OC=CC1 (2-(chloromethyl)furan), C(C)(=O)OCC (ethyl acetate), BrC=1C(NC(=CC1OCC1=C(C=C(C=C1)F)F)C)=O (3-bromo-4-[(2,4-difluorobenzyl)oxy]-6-methylpyridin-2(1H)-one), [H-].[Na+] (NaH). Solvent: O (water), C1CCOC1 (THF), C(C)#N.O (acetonitrile water). Reaction conditions: temperature 68 celsius. Yields the product BrC=1C(N(C(=CC1OCC1=C(C=C(C=C1)F)F)C)CC=1OC=CC1)=O (3-bromo-4-[(2,4-difluorobenzyl)oxy]-1-(2-furylmethyl)-6-methylpyridin-2(1H)-one). Reaction SMILES: [Br:1][C:2]1[C:3](=[O:19])[NH:4][C:5]([CH3:18])=[CH:6][C:7]=1[O:8][CH2:9][C:10]1[CH:15]=[CH:14][C:13]([F:16])=[CH:12][C:11]=1[F:17].[H-].[Na+].Cl[CH2:23][C:24]1[O:25][CH:26]=[CH:27][CH:28]=1.C(OCC)(=O)C>C1COCC1.C(#N)C.O.O>[Br:1][C:2]1[C:3](=[O:19])[N:4]([CH2:23][C:24]2[O:25][CH:26]=[CH:27][CH:28]=2)[C:5]([CH3:18])=[CH:6][C:7]=1[O:8][CH2:9][C:10]1[CH:15]=[CH:14][C:13]([F:16])=[CH:12][C:11]=1[F:17] |f:1.2,6.7|. Procedure details: To a room temperature suspension of 3-bromo-4-[(2,4-difluorobenzyl)oxy]-6-methylpyridin-2(1H)-one (330.0 mg, 1.00 mmol)) and NaH (48.0 mg, 2.0 mmol) in THF (3.0 mL) was added 2-(chloromethyl)furan (461 mg, 3.97 mmol). The resulting suspension was stirred and heated to 68° C. for 9 hours until complete consumption of starting material by LCMS analysis. The reaction mixture was then diluted with-ethyl acetate (400 mL), water washed (3×200 mL). The resulting organic extract was separated, Na2SO4 dr... Starting materials: NC1=C(C(=NC2=CC=CC(=C12)OCC(C(=O)O)(C)C)C)C(=O)OCC (3-((4-amino-3-(ethoxycarbonyl)-2-methylquinolin-5-yl)oxy)-2,2-dimethylpropanoic acid), CCC(CC)N (pentan-3-amine). The product is NC1=C(C(=NC2=CC=CC(=C12)OCC(C(NC(CC)CC)=O)(C)C)C)C(=O)OCC (ethyl 4-amino-5-(2,2-dimethyl-3-oxo-3-(pentan-3-ylamino)propoxy)-2-methylquinoline-3-carboxylate). RXN SMILES: [NH2:1][C:2]1[C:11]2[C:6](=[CH:7][CH:8]=[CH:9][C:10]=2[O:12][CH2:13][C:14]([CH3:19])([CH3:18])[C:15]([OH:17])=O)[N:5]=[C:4]([CH3:20])[C:3]=1[C:21]([O:23][CH2:24][CH3:25])=[O:22].[CH3:26][CH2:27][CH:28]([NH2:31])[CH2:29][CH3:30]>>[NH2:1][C:2]1[C:11]2[C:6](=[CH:7][CH:8]=[CH:9][C:10]=2[O:12][CH2:13][C:14]([CH3:19])([CH3:18])[C:15](=[O:17])[NH:31][CH:28]([CH2:29][CH3:30])[CH2:27][CH3:26])[N:5]=[C:4]([CH3:20])[C:3]=1[C:21]([O:23][CH2:24][CH3:25])=[O:22]. Procedure details: Prepared as in Example 24a from 3-((4-amino-3-(ethoxycarbonyl)-2-methylquinolin-5-yl)oxy)-2,2-dimethylpropanoic acid (Example 47b) and pentan-3-amine as a pale-yellow solid (78%). 1H NMR (400 MHz, DMSO-d6) δ 0.68 (t, J=8.0 Hz, 6H), 1.27 (s, 6H), 1.31 (t, J=8.0 Hz, 3H), 1.37-1.42 (m, 4H), 2.54 (s, 3H), 3.56-3.61 (m, 1H), 4.16 (s, 2H), 4.30 (q, J=8.0 Hz, 2H), 6.87 (d, J=8.0 Hz, 1H), 7.23 (d, J=8.0 Hz, 1H), 7.32 (d, J=8.0 Hz, 1H), 7.51 (t, J=8.0 Hz, 1H), 8.06 (s, 2H). MS 416 (MH+). Starting materials: COC(C1=CC(=NC(=C1)OC)C1CCCC1)=O (2-cyclopentyl-6-methoxy-isonicotinic acid methyl ester), N (NH3). The solvent is CO (methanol). Yields the product C1(CCCC1)C=1C=C(C(=O)N)C=C(N1)OC (2-cyclopentyl-6-methoxy-isonicotinamide). As a reaction SMILES: C[O:2][C:3](=O)[C:4]1[CH:9]=[C:8]([O:10][CH3:11])[N:7]=[C:6]([CH:12]2[CH2:16][CH2:15][CH2:14][CH2:13]2)[CH:5]=1.[NH3:18]>CO>[CH:12]1([C:6]2[CH:5]=[C:4]([CH:9]=[C:8]([O:10][CH3:11])[N:7]=2)[C:3]([NH2:18])=[O:2])[CH2:16][CH2:15][CH2:14][CH2:13]1. Procedure: A solution of 2-cyclopentyl-6-methoxy-isonicotinic acid methyl ester (3.19 g, 13.6 mmol) in 7 N NH3 in methanol (50 mL) is stirred at 60° C. for 18 h. The solvent is removed in vacuo and the residue is dried under HV to give crude 2-cyclopentyl-6-methoxy-isonicotinamide (3.35 g) as a pale yellow solid; LC-MS**: tR=0.57 min, [M+1]+=221.38. RXN SMILES: [CH2:31]1[O:32][CH2:33][CH2:34][CH2:35]1.[CH3:36][OH:37].[N:1](=[C:2]=[O:3])[c:4]1[cH:5][cH:6][c:7]([C:8]#[N:9])[cH:10][cH:11]1.[NH2:12][CH:13]1[CH2:14][CH:15]([C:26](=[O:27])[O:28][CH3:29])[N:16]([C:19](=[O:20])[O:21][C:22]([CH3:23])([CH3:24])[CH3:25])[CH2:17][CH2:18]1.[NH3:30]>>[NH:1]([C:2](=[O:3])[NH:12][CH:13]1[CH2:14][CH:15]([C:26](=[O:27])[O:28][CH3:29])[N:16]([C:19](=[O:20])[O:21][C:22]([CH3:23])([CH3:24])[CH3:25])[CH2:17][CH2:18]1)[c:4]1[cH:5][cH:6][c:7]([C:8]#[N:9])[cH:10][cH:11]1. Product: COC(=O)C1CC(NC(=O)Nc2ccc(C#N)cc2)CCN1C(=O)OC(C)(C)C. Starting materials: C1CCOC1, CO, N#Cc1ccc(N=C=O)cc1, COC(=O)C1CC(N)CCN1C(=O)OC(C)(C)C, N. Starting materials: C1(=CC=CC=C1)C(CC(=O)OCC)CC=1OC=C(N1)C(=O)NCCNC1=NC=CC=C1 (ethyl(±)-3-phenyl-4-[4-[[[2-(pyridin-2-yl)amino-1-ethyl]amino]carbonyl]-1,3-oxazol-2-yl]butanoate), [Li+].[OH-] (LiOH). The solvent is C1CCOC1.O (THF H2O). Conditions: time 24 hour. Product: C1(=CC=CC=C1)C(CC(=O)O)CC=1OC=C(N1)C(=O)NCCNC1=NC=CC=C1 ((±)-3-Phenyl-4-[4-[[[2-(pyridin-2-yl)amino-1-ethyl]amino]carbonyl]-1,3-oxazol-2-yl]butanoic acid). The yield is 32.9%. RXN SMILES: [C:1]1([CH:7]([CH2:14][C:15]2[O:16][CH:17]=[C:18]([C:20]([NH:22][CH2:23][CH2:24][NH:25][C:26]3[CH:31]=[CH:30][CH:29]=[CH:28][N:27]=3)=[O:21])[N:19]=2)[CH2:8][C:9]([O:11]CC)=[O:10])[CH:6]=[CH:5][CH:4]=[CH:3][CH:2]=1.[Li+].[OH-]>C1COCC1.O>[C:1]1([CH:7]([CH2:14][C:15]2[O:16][CH:17]=[C:18]([C:20]([NH:22][CH2:23][CH2:24][NH:25][C:26]3[CH:31]=[CH:30][CH:29]=[CH:28][N:27]=3)=[O:21])[N:19]=2)[CH2:8][C:9]([OH:11])=[O:10])[CH:6]=[CH:5][CH:4]=[CH:3][CH:2]=1 |f:1.2,3.4|. Procedure: To a solution of ethyl(±)-3-phenyl-4-[4-[[[2-(pyridin-2-yl)amino-1-ethyl]amino]carbonyl]-1,3-oxazol-2-yl]butanoate (157 mg, 0.37 mmole) in 1:1 THF/H2O (4 mL) was added 1.0 N LiOH (0.56 mL, 0.56 mmole). After 24 hr, the mixture was washed with Et2O (2×2 mL), and the pH of the aqueous layer was adjusted to 6 using 10% HCl. The solution was chromatographed on a C-18 Mega Bond Elut® column (50 mL H2O then 50 mL 10% CH3CN/H2O). Fractions containing the product were pooled and lyophilized to give the ...